From a dataset of the Open Reaction Database (ORD), a public repository of structured organic reaction records. describe an organic reaction: reactants, conditions, products, and yield The reactants are C1(CCCCC1)NC1=CC(=NC=N1)C(=O)O (6-(cyclohexylamino)pyrimidine-4-carboxylic acid), C1(CCCCC1)NC1=CC(=NC=N1)C(=O)O (6-(cyclohexylamino)pyrimidine-4-carboxylic acid), NC1=CC=C(C2=CC=CC=C12)O (4-amino-1-naphtol). Yields the product C1(CCCCC1)NC1=CC(=NC=N1)C(=O)NC1=CC=C(C2=CC=CC=C12)O (6-(cyclohexylamino)-N-(4-hydroxy-1-naphthyl)pyrimidine-4-carboxamide). RXN SMILES: [CH:1]1([NH:7][C:8]2[N:13]=[CH:12][N:11]=[C:10]([C:14]([OH:16])=O)[CH:9]=2)[CH2:6][CH2:5][CH2:4][CH2:3][CH2:2]1.[NH2:17][C:18]1[C:27]2[C:22](=[CH:23][CH:24]=[CH:25][CH:26]=2)[C:21]([OH:28])=[CH:20][CH:19]=1>>[CH:1]1([NH:7][C:8]2[N:13]=[CH:12][N:11]=[C:10]([C:14]([NH:17][C:18]3[C:27]4[C:22](=[CH:23][CH:24]=[CH:25][CH:26]=4)[C:21]([OH:28])=[CH:20][CH:19]=3)=[O:16])[CH:9]=2)[CH2:2][CH2:3][CH2:4][CH2:5][CH2:6]1. Procedure: Following the general method as outlined in Example 1, starting from 6-(cyclohexylamino)pyrimidine-4-carboxylic acid (Intermediate 4) and 4-amino-1-naphtol (Aldrich), the title compound was obtained as a grey solid.